From a dataset of the Open Reaction Database (ORD), a public repository of structured organic reaction records. describe an organic reaction: reactants, conditions, products, and yield Starting materials: FC(C=1C=C(C=CC1)C1CNCCC1)(F)F (3-(m-trifluoromethylphenyl)-piperidine), C(C)(C)I (isopropyl iodide). Reagents/catalysts: [Ag]=O (silver oxide), [Ag]=O (silver oxide). Solvent: CC(=O)C (acetone). Run at time 24 hour. Yields the product C(C)(C)N1CC(CCC1)C1=CC(=CC=C1)C(F)(F)F (N-isopropyl-3-(m-trifluoromethylphenyl)-piperidine). Reaction SMILES: [F:1][C:2]([F:16])([F:15])[C:3]1[CH:4]=[C:5]([CH:9]2[CH2:14][CH2:13][CH2:12][NH:11][CH2:10]2)[CH:6]=[CH:7][CH:8]=1.[CH:17](I)([CH3:19])[CH3:18]>CC(C)=O.[Ag]=O>[CH:17]([N:11]1[CH2:12][CH2:13][CH2:14][CH:9]([C:5]2[CH:6]=[CH:7][CH:8]=[C:3]([C:2]([F:1])([F:15])[F:16])[CH:4]=2)[CH2:10]1)([CH3:19])[CH3:18]. Reported procedure: 3.4 g of silver oxide were added to a solution of 9.2 g of 3-(m-trifluoromethylphenyl)-piperidine in 45 ml of acetone and after 61/2 hours of stirring 1.1 g of silver oxide and 4.9 ml of isopropyl iodide were added. The mixture was stirred for 24 hours and was filtered. The filtrate was evaporated to dryness to obtain 10.4 g of N-isopropyl-3-(m-trifluoromethylphenyl)-piperidine. Reactants: Boc-(S)-Nip-OBn, CC(C)(C)OC(=O)N1CCC[C@@H](C1)C(=O)O (Boc-(S)-Nip-OH), C(=O)([O-])[O-].[Cs+].[Cs+] (Cs2CO3), C(C1=CC=CC=C1)Br (benzyl bromide). Run in CN(C=O)C (N,N-dimethylformamide). Reaction conditions: time 24 hour. Product: N1CC(C(=O)O)CCC1 (Nipecotic Acid). The yield is 202.3%. Reaction SMILES: CC(OC([N:8]1[CH2:13][C@@H:12]([C:14]([OH:16])=[O:15])[CH2:11][CH2:10][CH2:9]1)=O)(C)C.C([O-])([O-])=O.[Cs+].[Cs+].C(Br)C1C=CC=CC=1>CN(C)C=O>[NH:8]1[CH2:9][CH2:10][CH2:11][CH:12]([C:14]([OH:16])=[O:15])[CH2:13]1 |f:1.2.3|. Procedure details: (S)-Nip.(S)-CSA 1.1. (1S)-(+)-10-Camphorsulfonic acid (11.62 g, 0.05 mol) was added to a stirred solution of racemic nipecotic acid (6.46 g, 0.05 mol) in acetone (100 mL). The solution was heated to reflux, and H2O (15 mL) was added until all solids dissolved. The solution was cooled to room temperature and allowed to stir overnight. The precipitate that formed was isolated by filtration and recrystallized three times with acetone/H2O (6/1, v/v) to afford 1.99 g (11% yield) of the desired produc...